describe an organic reaction: reactants, conditions, products, and yield From a dataset of the Open Reaction Database (ORD), a public repository of structured organic reaction records. Starting materials: FC1=C(C(=O)NC2=NN(C=C2)CC2=C(C=C(C=C2)O)C(F)(F)F)C(=CC=C1)F (2,6-difluoro-N-(1-{[4-hydroxy-2-(trifluoromethyl)phenyl]methyl}-1H-pyrazol-3-yl)benzamide), CC(C)([O-])C.[K+] (potassium t-butoxide), BrCC(=O)OC (methyl bromoacetate). Solvent: CS(=O)C (DMSO). Reaction conditions: temperature 60 celsius, time 15 minute. Product: FC1=C(C(=CC=C1)F)C(=O)NC1=NN(C=C1)CC1=C(C=C(C=C1)OCC(=O)OC)C(F)(F)F (Methyl {[4-[(3-{[(2,6-difluorophenyl)carbonyl]amino}-1H-pyrazol-1-yl)methyl]-3-(trifluoromethyl)phenyl]oxy}acetate). RXN SMILES: [F:1][C:2]1[CH:27]=[CH:26][CH:25]=[C:24]([F:28])[C:3]=1[C:4]([NH:6][C:7]1[CH:11]=[CH:10][N:9]([CH2:12][C:13]2[CH:18]=[CH:17][C:16]([OH:19])=[CH:15][C:14]=2[C:20]([F:23])([F:22])[F:21])[N:8]=1)=[O:5].CC(C)([O-])C.[K+].Br[CH2:36][C:37]([O:39][CH3:40])=[O:38]>CS(C)=O>[F:28][C:24]1[CH:25]=[CH:26][CH:27]=[C:2]([F:1])[C:3]=1[C:4]([NH:6][C:7]1[CH:11]=[CH:10][N:9]([CH2:12][C:13]2[CH:18]=[CH:17][C:16]([O:19][CH2:36][C:37]([O:39][CH3:40])=[O:38])=[CH:15][C:14]=2[C:20]([F:23])([F:21])[F:22])[N:8]=1)=[O:5] |f:1.2|. Reported procedure: To a solution of 2,6-difluoro-N-(1-{[4-hydroxy-2-(trifluoromethyl)phenyl]methyl}-1H-pyrazol-3-yl)benzamide (for a preparation see Example 36)(81 mg, 0.204 mmol) in DMSO (0.5 ml) was added potassium t-butoxide (23 mg, 0.205 mmol). The reaction was stirred for 15 min before adding methyl bromoacetate (0.020 ml, 0.211 mmol, Aldrich). The reaction was heated to 60° C. and stirred overnight, under nitrogen. The reaction mixture was filtered through a hydrophobic frit and the filtrate diluted with met... Starting materials: NC1=NC(=CC(=N1)C#N)C (2-Amino-4-cyano-6-methylpyrimidine), C(=O)(OC)C1=C(C=CC=C1)S(=O)(=O)N=C=O (2-carbomethoxybenzenesulfonyl isocyanate). Solvent: C(Cl)Cl (methylene chloride). Conditions: time 8 hour. The product is C(#N)C1=NC(=NC(=C1)C)NC(=O)NS(=O)(=O)C1=C(C(=O)OC)C=CC=C1 (2[[(4-Cyano-6-methylpyrimidin-2-yl)aminocarbonyl]aminosulfonyl]benzoic acid, methyl ester). RXN SMILES: [NH2:1][C:2]1[N:7]=[C:6]([C:8]#[N:9])[CH:5]=[C:4]([CH3:10])[N:3]=1.[C:11]([C:15]1[CH:20]=[CH:19][CH:18]=[CH:17][C:16]=1[S:21]([N:24]=[C:25]=[O:26])(=[O:23])=[O:22])([O:13][CH3:14])=[O:12]>C(Cl)Cl>[C:8]([C:6]1[CH:5]=[C:4]([CH3:10])[N:3]=[C:2]([NH:1][C:25]([NH:24][S:21]([C:16]2[CH:17]=[CH:18][CH:19]=[CH:20][C:15]=2[C:11]([O:13][CH3:14])=[O:12])(=[O:23])=[O:22])=[O:26])[N:7]=1)#[N:9]. Procedure: 2-Amino-4-cyano-6-methylpyrimidine, 0.2 g, was mixed with 2-carbomethoxybenzenesulfonyl isocyanate, 0.7 g, in 8 ml of dry methylene chloride. After five minutes a thick precipitate formed and the reaction mixture was stirred at room temperature overnight. The reaction mixture was filtered and the filtrate stripped to give 0.3 g of the title compound as a solid, m.p. 208°-213° C. (dec). NMR (CF3CO2D): δ2.95 (s, 3H), 4.05 (s, 3H), 7.85 (s, 1H), 7.88-8.15 (m), 8.25-8.65 (m). Starting materials: solution, C[Si](C)(C)[N-][Si](C)(C)C.[Na+] (sodium bis(trimethylsilyl)amide), C1CCOC1 (THF), FC=1C=C(C=C(C1)F)[C@H]1N(C(CCC1)=O)C(=O)OC(C)(C)C (tert-butyl (2S)-2-(3,5-difluorophenyl)-6-oxopiperidine-1-carboxylate), FC=1C=C(C=C(C1)F)[C@H]1N(C(CCC1)=O)C(=O)OC(C)(C)C (tert-butyl (2S)-2-(3,5-difluorophenyl)-6-oxopiperidine-1-carboxylate), IC (iodomethane). The solvent is COCCOC (DME). Reaction conditions: temperature -78 celsius, time 10 minute. The product is FC=1C=C(C=C(C1)F)[C@@H]1CC[C@H](C(N1C(=O)OC(C)(C)C)=O)C (tert-Butyl (3R,6S)-6-(3,5-difluorophenyl)-3-methylpiperidin-2-one-1-carboxylate). Reaction SMILES: C[Si]([N-][Si](C)(C)C)(C)C.[Na+].[CH2:11]1COCC1.[F:16][C:17]1[CH:18]=[C:19]([C@@H:24]2[CH2:29][CH2:28][CH2:27][C:26](=[O:30])[N:25]2[C:31]([O:33][C:34]([CH3:37])([CH3:36])[CH3:35])=[O:32])[CH:20]=[C:21]([F:23])[CH:22]=1.IC>COCCOC>[F:16][C:17]1[CH:18]=[C:19]([C@H:24]2[N:25]([C:31]([O:33][C:34]([CH3:37])([CH3:36])[CH3:35])=[O:32])[C:26](=[O:30])[C@H:27]([CH3:11])[CH2:28][CH2:29]2)[CH:20]=[C:21]([F:23])[CH:22]=1 |f:0.1|. Procedure details: To a 1 M solution of sodium bis(trimethylsilyl)amide in THF (0.642 mL, 0.642 mmol) at −78° C. was added dropwise a solution of tert-butyl (2S)-2-(3,5-difluorophenyl)-6-oxopiperidine-1-carboxylate (200 mg, 0.642 mmol, described in Intermediate 26) in DME (10 mL) at −78° C. The resulting mixture was stirred at −78° C. for 10 min then iodomethane (0.040 mL, 0.642 mmol) was added. After stirring at −78° C. for 30 min and at −30° C. for 30 min, the reaction mixture was cooled to −78° C. and quenched ... The reactants are ClC=1C=NC(=NC1)N1CCC(CC1)[C@H]1[C@@H](C1)CCN (2-{(1S,2R)-2-[1-(5-chloropyrimidin-2-yl)piperidin-4-yl]cyclopropyl}ethanamine), C(=O)([O-])[O-].[Cs+].[Cs+] (Cs2CO3), ClC1=CC(=NC(=N1)C)C#N (6-chloro-2-methylpyrimidine-4-carbonitrile). Run in CN(C)C=O (DMF), CN(C)C=O (DMF). Reaction conditions: time 10 minute. Product: ClC=1C=NC(=NC1)N1CCC(CC1)[C@H]1[C@@H](C1)CCNC1=CC(=NC(=N1)C)C#N (trans 6-[(2-{2-[1-(5-chloropyrimidin-2-yl)piperidin-4-yl]cyclopropyl}ethyl)amino]-2-methylpyrimidine-4-carbonitrile). Reaction SMILES: [Cl:1][C:2]1[CH:3]=[N:4][C:5]([N:8]2[CH2:13][CH2:12][CH:11]([C@@H:14]3[CH2:16][C@H:15]3[CH2:17][CH2:18][NH2:19])[CH2:10][CH2:9]2)=[N:6][CH:7]=1.C([O-])([O-])=O.[Cs+].[Cs+].Cl[C:27]1[N:32]=[C:31]([CH3:33])[N:30]=[C:29]([C:34]#[N:35])[CH:28]=1>CN(C=O)C>[Cl:1][C:2]1[CH:3]=[N:4][C:5]([N:8]2[CH2:13][CH2:12][CH:11]([C@@H:14]3[CH2:16][C@H:15]3[CH2:17][CH2:18][NH:19][C:27]3[N:32]=[C:31]([CH3:33])[N:30]=[C:29]([C:34]#[N:35])[CH:28]=3)[CH2:10][CH2:9]2)=[N:6][CH:7]=1 |f:1.2.3|. Procedure details: 2-{2-[1-(5-chloropyrimidin-2-yl)piperidin-4-yl]cyclopropyl}ethanamine from Example 60 Step 1 (50 mg, 0.178 mmol) was in 0.5 mL DMF. Cs2CO3 (290 mg, 0.890 mmol) was added. Reaction mixture was stirred at room temperature for 10 min before cooled to 0° C. in ice bath. 6-chloro-2-methylpyrimidine-4-carbonitrile from Example 5 step 4 (30.1 mg, 0.196 mmol) in 0.3 mL DMF was added via syringe. Reaction was stirred at 0° C. in ice bath for 2 hours. The mixture was quenched with ice water and aqueous ph... Starting materials: BrCC(=O)O (bromoacetic acid), ice, [OH-].[Na+] (sodium hydroxide), CC(C)=NO (Acetone oxime), [OH-].[Na+] (sodium hydroxide). Yields the product CC(C)=NOCC(=O)O ({[(1-Methylethylidene)amino]oxy}acetic acid). RXN SMILES: Br[CH2:2][C:3]([OH:5])=[O:4].[OH-].[Na+].[CH3:8][C:9](=[N:11][OH:12])[CH3:10]>>[CH3:8][C:9](=[N:11][O:12][CH2:2][C:3]([OH:5])=[O:4])[CH3:10] |f:1.2|. Procedure: To bromoacetic acid (500 g, 3.60 mol) and ice (400 g) was added dropwise 40% sodium hydroxide (375 g, 3.75 mol) at below 20° C. Acetone oxime (239 g, 3.27 mol) was added. At below 20° C., 40% sodium hydroxide (375 g, 3.27 mol) was added dropwise. The reaction mixture was allowed to warm to room temperature overnight and extracted with 500 ml of ether. The aqueous phase was acidified to pH 2 and extracted with ether (3×500 ml). The combined organic layers were dried over MgSO4, filtered, and conc... Reactants: [O-]Cl.[Na+] (NaOCl), C(=O)(O)[O-].[Na+] (NaHCO3), O (water), CC(CCO)CC1CC(CC(C1)C)(C)C (3-Methyl-4(3,3,5-trimethylcyclohex-1-yl) butan-1-ol). Reagents/catalysts: [K+].[Br-] (KBr), CC1(CCCC(N1[O])(C)C)C (2,2,6,6-Tetramethylpiperidine-1-oxyl). Solvent: C1(=CC=CC=C1)C (toluene). Conditions: temperature 0 celsius, time 12 hour. Yields the product CC(CC=O)CC1CC(CC(C1)C)(C)C (3-Methyl-4(3,3,5-trimethylcyclohexyl) butanal). The yield is 45.0%. As a reaction SMILES: C([O-])(O)=O.[Na+].O.[CH3:7][CH:8]([CH2:12][CH:13]1[CH2:18][CH:17]([CH3:19])[CH2:16][C:15]([CH3:21])([CH3:20])[CH2:14]1)[CH2:9][CH2:10][OH:11].[O-]Cl.[Na+]>[K+].[Br-].CC1(C)N([O])C(C)(C)CCC1.C1(C)C=CC=CC=1>[CH3:7][CH:8]([CH2:12][CH:13]1[CH2:18][CH:17]([CH3:19])[CH2:16][C:15]([CH3:20])([CH3:21])[CH2:14]1)[CH2:9][CH:10]=[O:11] |f:0.1,4.5,6.7,^1:30|. Procedure details: KBr (0.6 g, 0.005 mol) and NaHCO3 (6.4 g, 0.076 mol) and 0.8 g (0.00566 mols) 2,2,6,6-Tetramethylpiperidine-1-oxyl (TEMPO) were mixed together with water (60 ml), toluene (250 g) and 3-Methyl-4(3,3,5-trimethylcyclohex-1-yl) butan-1-ol (96 g 0.45 mol, purity: 98% sum of the isomers) the reaction temperature maintain 0° C. with continuous stirring. NaOCl (13% w/w aqueous 426.8 g, 0.745 mol) was added to the reaction mass over 2 h. Stirring was continued for another 12 h. The aqueous phase was remo... Starting materials: CCO, O=Cc1ccccc1, Nc1ccccc1. The product is C(=Nc1ccccc1)c1ccccc1. RXN SMILES: [CH3:16][CH2:17][OH:18].[CH:1](=[O:2])[c:3]1[cH:4][cH:5][cH:6][cH:7][cH:8]1.[NH2:9][c:10]1[cH:11][cH:12][cH:13][cH:14][cH:15]1>>[CH:1]([c:3]1[cH:4][cH:5][cH:6][cH:7][cH:8]1)=[N:9][c:10]1[cH:11][cH:12][cH:13][cH:14][cH:15]1. Starting materials: O=C([O-])[O-], C=CCBr, CC(C)=O, [K+], [K+], COc1ccc(Cc2oc3c(Cl)ccc(O)c3c2C)cc1. Product: C=CCOc1ccc(Cl)c2oc(Cc3ccc(OC)cc3)c(C)c12. As a reaction SMILES: [C:22](=[O:23])([O-:24])[O-:25].[CH2:28]([CH:29]=[CH2:30])[Br:31].[CH3:32][C:33](=[O:34])[CH3:35].[K+:26].[K+:27].[OH:1][c:2]1[cH:3][cH:4][c:5]([Cl:21])[c:6]2[c:7]1[c:8]([CH3:20])[c:9]([CH2:11][c:12]1[cH:13][cH:14][c:15]([O:18][CH3:19])[cH:16][cH:17]1)[o:10]2>>[O:1]([c:2]1[cH:3][cH:4][c:5]([Cl:21])[c:6]2[c:7]1[c:8]([CH3:20])[c:9]([CH2:11][c:12]1[cH:13][cH:14][c:15]([O:18][CH3:19])[cH:16][cH:17]1)[o:10]2)[CH2:30][CH:29]=[CH2:28]. Reactants: C(C)(C)C1=NOC(=N1)N1CCC(CC1)O (1-(3-isopropyl-1,2,4-oxadiazol-5-yl)piperidin-4-ol), BrC=1SC=C(N1)Br (2,4-dibromothiazole). Product: BrC=1N=C(SC1)OC1CCN(CC1)C1=NC(=NO1)C(C)C (5-(4((4-Bromothiazol-2-yl)oxy)piperidin-1-yl)-3-isopropyl-1,2,4-oxadiazole). RXN SMILES: [CH:1]([C:4]1[N:8]=[C:7]([N:9]2[CH2:14][CH2:13][CH:12]([OH:15])[CH2:11][CH2:10]2)[O:6][N:5]=1)([CH3:3])[CH3:2].Br[C:17]1[S:18][CH:19]=[C:20]([Br:22])[N:21]=1>>[Br:22][C:20]1[N:21]=[C:17]([O:15][CH:12]2[CH2:11][CH2:10][N:9]([C:7]3[O:6][N:5]=[C:4]([CH:1]([CH3:3])[CH3:2])[N:8]=3)[CH2:14][CH2:13]2)[S:18][CH:19]=1. Procedure: The title compound was prepared by following the similar procedure as described in Intermediate-42, using 1-(3-isopropyl-1,2,4-oxadiazol-5-yl)piperidin-4-ol and 2,4-dibromothiazole The reactants are NC1=CC=C(C#N)C=C1 (4-aminobenzonitrile), mixture, ClC1(OCCOC1)Cl (2,2-dichlorodioxane). Conditions: temperature 80 celsius, time 18 hour. The product is C(#N)C1=CC=C(C=C1)N1C(COCC1)=O (4-(4-Cyanophenyl)-3-oxomorpholine). RXN SMILES: [NH2:1][C:2]1[CH:9]=[CH:8][C:5]([C:6]#[N:7])=[CH:4][CH:3]=1.Cl[C:11]1(Cl)[CH2:16][O:15][CH2:14][CH2:13][O:12]1>>[C:6]([C:5]1[CH:8]=[CH:9][C:2]([N:1]2[CH2:14][CH2:13][O:12][CH2:11][C:16]2=[O:15])=[CH:3][CH:4]=1)#[N:7]. Procedure: A mixture of 959 mg (8.12 mmol) of 4-aminobenzonitrile and 1.12 g of a mixture of 2-chlorodioxene and 2,2-dichlorodioxane (molar ratio 89:11) is heated at 80° C. with stirring for 18 hours. On cooling to room temperature, the product crystallises: 1.9 g of 2-(2-chloroethoxy)-N-(4-cyanophenyl)acetamide as yellowish crystals. 1H-NMR (d 6-DMSO): δ=3.82 (m; 4H), 4.19 (s; 2H), 7.78 (d, J=8 Hz, 2H), 7.85 (d, J=8 Hz, 2H), 10.22 (s, 1H).